From a dataset of the Open Reaction Database (ORD), a public repository of structured organic reaction records. describe an organic reaction: reactants, conditions, products, and yield Reactants: Cl (hydrochloric acid), COC=1C=C(CC(CC)(C=2SC=CC2)[N+]#[C-])C=C(C1OC)OC (1-(3,4,5-trimethoxybenzyl)-1-(2-thienyl)propyl isocyanide), C([O-])([O-])=O.[K+].[K+] (potassium carbonate). Solvent: CO (methanol). Conditions: time 2 hour. Yields the product COC=1C=C(CC(CC)(C=2SC=CC2)N(C)C)C=C(C1OC)OC (1-(3,4,5-trimethoxybenzyl)-1-(2-thienyl)-N,N-dimethylpropylamine). Yield: 46.2%. Reaction SMILES: [CH3:1][O:2][C:3]1[CH:4]=[C:5]([CH:17]=[C:18]([O:22][CH3:23])[C:19]=1[O:20][CH3:21])[CH2:6][C:7]([N+:15]#[C-:16])([C:10]1[S:11][CH:12]=[CH:13][CH:14]=1)[CH2:8][CH3:9].Cl.[C:25](=O)([O-])[O-].[K+].[K+]>CO>[CH3:1][O:2][C:3]1[CH:4]=[C:5]([CH:17]=[C:18]([O:22][CH3:23])[C:19]=1[O:20][CH3:21])[CH2:6][C:7]([N:15]([CH3:25])[CH3:16])([C:10]1[S:11][CH:12]=[CH:13][CH:14]=1)[CH2:8][CH3:9] |f:2.3.4|. Procedure: 3.7 g of 1-(3,4,5-trimethoxybenzyl)-1-(2-thienyl)propyl isocyanide are dissolved in 40 ml of methanol, and 5 ml of conc. hydrochloric acid are added to the solution. The mixture is stirred at 50°-60° C. for 2 hours. After the reaction, the mixture is evaporated to remove solvent and the residue (i.e., crude 1-(3,4,5-trimethoxybenzyl)-1-(2-thienyl)propylamine hydrochloride) is dissolved in a mixture of 30 ml of methanol and 2.5 g of 35% formalin. 1.84 g of sodium cyanoborohydride are added to the... Reactants: O=C(C=C(CC1=C(C=C(C(=C1)F)F)F)N)N1CC=2N(CC1)C(=NN2)C(F)(F)F (4-oxo-4-[3-(trifluoromethyl)-5,6-dihydro[1,2,4]triazolo[4,3-a]pyrazin-7(8H)-yl]-1-(2,4,5-trifluorophenyl)but-2-en-2-amine), CC(C)O (IPA), CS(=O)(=O)O (methanesulfonic acid), N (ammonia). The solvent is C1CCOC1 (THF), C1CCOC1 (THF), C1CCOC1 (THF), O (H2O), O (water). Run at temperature -10 celsius, time 4 hour. Product: O=C(CC(CC1=C(C=C(C(=C1)F)F)F)N)N1CC=2N(CC1)C(=NN2)C(F)(F)F (4-oxo-4-[3-(trifluoromethyl)-5,6-dihydro[1,2,4]triazolo[4,3-a]pyrazin-7(8H)-yl]-1-(2,4,5-trifluorophenyl)butan-2-amine). Reaction SMILES: CS(O)(=O)=O.[O:6]=[C:7]([N:21]1[CH2:26][CH2:25][N:24]2[C:27]([C:30]([F:33])([F:32])[F:31])=[N:28][N:29]=[C:23]2[CH2:22]1)[CH:8]=[C:9]([NH2:20])[CH2:10][C:11]1[CH:16]=[C:15]([F:17])[C:14]([F:18])=[CH:13][C:12]=1[F:19].CC(O)C.N>C1COCC1.O>[O:6]=[C:7]([N:21]1[CH2:26][CH2:25][N:24]2[C:27]([C:30]([F:33])([F:32])[F:31])=[N:28][N:29]=[C:23]2[CH2:22]1)[CH2:8][CH:9]([NH2:20])[CH2:10][C:11]1[CH:16]=[C:15]([F:17])[C:14]([F:18])=[CH:13][C:12]=1[F:19]. Reported procedure: In a 50 mL round bottom flask dry THF (17 mL) was taken. It was cooled to −10° C. and 2.0 M Borane methyl sulfide complex solutions in THF (7.41 mL) were added. After that methanesulfonic acid (2.4 mL) was added dropwise at −10° C. over a period of 15-30 min. 4-oxo-4-[3-(trifluoromethyl)-5,6-dihydro[1,2,4]triazolo[4,3-a]pyrazin-7(8H)-yl]-1-(2,4,5-trifluorophenyl)but-2-en-2-amine (2.0 g) is mixed in a solvent mixture of THF (5.0 mL) and IPA (5.0 mL) and added into the reaction mixture, keeping th... Reactants: ClC1=CC(=CC=C1)C(=O)OO (m-chloroperbenzoic acid), C(=O)(OC(C)(C)C)N[C@@H](CC1=CC=CC=C1)C=C (N-Boc-1-phenyl-3-buten-2(S)-amine). Run in C(Cl)Cl (methylene chloride), C(Cl)Cl (methylene chloride). Run at time 18 hour. The product is C(=O)(OC(C)(C)C)N[C@@H](CC1=CC=CC=C1)[C@H]1OC1 (2(R)-[1(S)-(Boc-amino)-2-phenylethyl]-oxirane). As a reaction SMILES: ClC1C=CC=C(C(OO)=[O:9])C=1.[C:12]([NH:19][C@H:20]([CH:28]=[CH2:29])[CH2:21][C:22]1[CH:27]=[CH:26][CH:25]=[CH:24][CH:23]=1)([O:14][C:15]([CH3:18])([CH3:17])[CH3:16])=[O:13]>C(Cl)Cl>[C:12]([NH:19][C@H:20]([C@@H:28]1[CH2:29][O:9]1)[CH2:21][C:22]1[CH:23]=[CH:24][CH:25]=[CH:26][CH:27]=1)([O:14][C:15]([CH3:17])([CH3:16])[CH3:18])=[O:13]. Procedure: A solution of 9.74 g of m-chloroperbenzoic acid in 50 ml of methylene chloride is added over the course of 15 min at from 0° to 5° C. to a solution of 1.45 g of N-Boc-1-phenyl-3-buten-2(S)-amine in 20 ml of methylene chloride. The batch is stirred for 18 h at that same temperature and is then stirred for a further 8 h, with heating to RT, to complete the reaction and poured onto ice-cold 10% sodium carbonate solution. The aqueous phase is extracted three times with ether. The combined organic ph... Starting materials: C(C)C1C=2N(C3=CC=C(C=C3N1)F)C=CC2 (4-ethyl-7-fluoro-4,5-dihydropyrrolo[1,2-a]quinoxaline), C(C1=CC=C(C=C1)OC)(=O)Cl (p-anisoyl chloride). Yields the product C(C)C1C=2N(C3=CC=C(C=C3N1C(C1=CC=C(C=C1)OC)=O)F)C=CC2 (4-Ethyl-7-fluoro-5-(4-methoxybenzoyl)-4,5-dihydropyrrolo[1,2-a]quinoxaline). RXN SMILES: [CH2:1]([CH:3]1[NH:12][C:11]2[C:6](=[CH:7][CH:8]=[C:9]([F:13])[CH:10]=2)[N:5]2[CH:14]=[CH:15][CH:16]=[C:4]12)[CH3:2].[C:17](Cl)(=[O:26])[C:18]1[CH:23]=[CH:22][C:21]([O:24][CH3:25])=[CH:20][CH:19]=1>>[CH2:1]([CH:3]1[N:12]([C:17](=[O:26])[C:18]2[CH:23]=[CH:22][C:21]([O:24][CH3:25])=[CH:20][CH:19]=2)[C:11]2[C:6](=[CH:7][CH:8]=[C:9]([F:13])[CH:10]=2)[N:5]2[CH:14]=[CH:15][CH:16]=[C:4]12)[CH3:2]. Reported procedure: 4-Ethyl-7-fluoro-5-(4-methoxybenzoyl)-4,5-dihydropyrrolo[1,2-a]quinoxaline was prepared from the product of Example 17 and p-anisoyl chloride according to the procedure of Example 106, Step 2, mp 39-42° C. MS (ESI) m/z 351; Anal. Calcd for C21H19FN2O2: C, 71.99; H, 5.47; N, 7.99. Found: C, 70.90; H, 5.62; N, 7.65. Reactants: B, CC(=O)c1ccccc1C(=O)O, Cl, [K+], [Na], [OH-]. Yields the product CC1OC(=O)c2ccccc21. As a reaction SMILES: [BH3:15].[C:1]([CH3:2])(=[O:3])[c:4]1[c:5]([C:6](=[O:7])[OH:8])[cH:9][cH:10][cH:11][cH:12]1.[ClH:17].[K+:14].[Na:16].[OH-:13]>>[CH:1]1([CH3:2])[c:4]2[c:5]([cH:9][cH:10][cH:11][cH:12]2)[C:6](=[O:8])[O:7]1.